From a dataset of the Open Reaction Database (ORD), a public repository of structured organic reaction records. describe an organic reaction: reactants, conditions, products, and yield The reactants are O=C([O-])[O-], CCc1c(C(=O)NC)c2ccc(O)cc2n1C, Cn1ccnc1-c1cc2nccc(Cl)c2s1, [Cs+], [Cs+]. Yields the product CCc1c(C(=O)NC)c2ccc(Oc3ccnc4cc(-c5nccn5C)sc34)cc2n1C. Reaction SMILES: [C:34](=[O:35])([O-:36])[O-:37].[CH2:17]([CH3:18])[c:19]1[n:20]([CH3:33])[c:21]2[cH:22][c:23]([OH:32])[cH:24][cH:25][c:26]2[c:27]1[C:28](=[O:29])[NH:30][CH3:31].[Cl:1][c:2]1[c:3]2[c:4]([n:5][cH:6][cH:7]1)[cH:8][c:9](-[c:11]1[n:12]([CH3:16])[cH:13][cH:14][n:15]1)[s:10]2.[Cs+:38].[Cs+:39]>>[c:2]1([O:32][c:23]2[cH:22][c:21]3[n:20]([CH3:33])[c:19]([CH2:17][CH3:18])[c:27]([C:28](=[O:29])[NH:30][CH3:31])[c:26]3[cH:25][cH:24]2)[c:3]2[c:4]([n:5][cH:6][cH:7]1)[cH:8][c:9](-[c:11]1[n:12]([CH3:16])[cH:13][cH:14][n:15]1)[s:10]2. RXN SMILES: Cl[S:2]([CH2:5][C@H:6]([CH3:17])[C:7]([O:9][CH2:10][C:11]1[CH:16]=[CH:15][CH:14]=[CH:13][CH:12]=1)=[O:8])(=[O:4])=[O:3].[NH3:18]>C(Cl)Cl.C(OCC)(=O)C>[NH2:18][S:2]([CH2:5][C@H:6]([CH3:17])[C:7]([O:9][CH2:10][C:11]1[CH:16]=[CH:15][CH:14]=[CH:13][CH:12]=1)=[O:8])(=[O:4])=[O:3]. Reaction conditions: temperature -78 celsius. The reactants are liquid, N (ammonia), ClS(=O)(=O)C[C@@H](C(=O)OCC1=CC=CC=C1)C (benzyl 3-chlorosulfonyl-2(R)-methylpropionate). The product is NS(=O)(=O)C[C@@H](C(=O)OCC1=CC=CC=C1)C (benzyl 3-aminosulfonyl-2(R)-methylpropionate). Procedure details: A 100 mL round bottom flask equipped with magnetic stir bar was charged with 1.22 g of benzyl 3-chlorosulfonyl-2(R)-methylpropionate in 15 mL CH2Cl2 and cooled to −78° C. To this solution was added to 10 mL of liquid ammonia at −78° C. After 20 minutes the reaction was warmed to room temperature, concentrated in vacuo to afford a white solid. The solid was slurried in ethyl acetate, filtered to remove inorganic salts and concentrated in vacuo to afford 1.08 g of benzyl 3-aminosulfonyl-2(R)-methy... The solvent is C(C)(=O)OCC (ethyl acetate), C(Cl)Cl (CH2Cl2). The reactants are N#CN1CCOCC1, Cc1cccc(O)c1, Cl, Cc1ccc(-c2ccccc2)c(N)c1. Yields the product Cc1ccc(-c2ccccc2)c(NC(=N)N2CCOCC2)c1. RXN SMILES: [C:16](#[N:17])[N:18]1[CH2:19][CH2:20][O:21][CH2:22][CH2:23]1.[CH3:24][c:25]1[cH:26][c:27]([OH:28])[cH:29][cH:30][cH:31]1.[ClH:1].[NH2:2][c:3]1[c:4](-[c:10]2[cH:11][cH:12][cH:13][cH:14][cH:15]2)[cH:5][cH:6][c:7]([CH3:9])[cH:8]1>>[NH:2]([c:3]1[c:4](-[c:10]2[cH:11][cH:12][cH:13][cH:14][cH:15]2)[cH:5][cH:6][c:7]([CH3:9])[cH:8]1)[C:16](=[NH:17])[N:18]1[CH2:19][CH2:20][O:21][CH2:22][CH2:23]1. Starting materials: CC(C)N=C=O, CN(C)C=O, N#Cc1ccc(N)c(NS(=O)(=O)c2ccccc2)c1. Yields the product CC(C)NC(=O)Nc1ccc(C#N)cc1NS(=O)(=O)c1ccccc1. Reaction SMILES: [CH:1]([CH3:2])([CH3:3])[N:4]=[C:5]=[O:6].[O:26]=[CH:27][N:28]([CH3:29])[CH3:30].[c:7]1([S:13](=[O:14])(=[O:15])[NH:16][c:17]2[c:18]([NH2:19])[cH:20][cH:21][c:22]([C:24]#[N:25])[cH:23]2)[cH:8][cH:9][cH:10][cH:11][cH:12]1>>[CH:1]([CH3:2])([CH3:3])[NH:4][C:5](=[O:6])[NH:19][c:18]1[c:17]([NH:16][S:13]([c:7]2[cH:8][cH:9][cH:10][cH:11][cH:12]2)(=[O:14])=[O:15])[cH:23][c:22]([C:24]#[N:25])[cH:21][cH:20]1. Run at time 16 hour. The yield is 80.0%. Product: C(C)N(C=NC1=C(C=C(C(=C1)C)OC1=CC(=C(C=C1)Cl)Cl)C)C (N-Ethyl-N-methyl-N′-[4-(3,4-dichlorophenoxy)-2,5-dimethylphenyl]formamidine). Reactants: ClC=1C=C(OC2=CC(=C(N)C=C2C)C)C=CC1Cl (4-(3,4-dichlorophenoxy)-2,5-dimethylaniline), C(OC)(OC)OC (trimethyl orthoformate), C(C)NC (N-ethyl-N-methylamine). Procedure details: 200 mg (0.71 mmol) of 4-(3,4-dichlorophenoxy)-2,5-dimethylaniline are refluxed in 5 ml of trimethyl orthoformate for 4 h. The reaction mixture is cooled to room temperature and concentrated under reduced pressure on a rotary evaporator. The residue is taken up in 50 ml of dichloromethane and admixed with 84 mg (1.42 mmol) of N-ethyl-N-methylamine. After 16 h of stirring at room temperature, solvent and unreacted amine are removed under reduced pressure and the product is purified by column chrom... RXN SMILES: [Cl:1][C:2]1[CH:3]=[C:4]([CH:15]=[CH:16][C:17]=1[Cl:18])[O:5][C:6]1[C:12]([CH3:13])=[CH:11][C:9]([NH2:10])=[C:8]([CH3:14])[CH:7]=1.[CH2:19]([NH:21][CH3:22])[CH3:20].[CH:23](OC)(OC)OC>>[CH2:19]([N:21]([CH3:23])[CH:22]=[N:10][C:9]1[CH:11]=[C:12]([CH3:13])[C:6]([O:5][C:4]2[CH:15]=[CH:16][C:17]([Cl:18])=[C:2]([Cl:1])[CH:3]=2)=[CH:7][C:8]=1[CH3:14])[CH3:20]. Starting materials: COCCOC, NCc1ccccc1, CS(=O)c1nc(N)nc(-n2cccn2)c1C#N. Product: N#Cc1c(NCc2ccccc2)nc(N)nc1-n1cccn1. As a reaction SMILES: [CH3:26][O:27][CH2:28][CH2:29][O:30][CH3:31].[NH2:18][CH2:19][c:20]1[cH:21][cH:22][cH:23][cH:24][cH:25]1.[NH2:1][c:2]1[n:3][c:4](-[n:13]2[n:14][cH:15][cH:16][cH:17]2)[c:5]([C:11]#[N:12])[c:6]([S:8]([CH3:9])=[O:10])[n:7]1>>[NH2:1][c:2]1[n:3][c:4](-[n:13]2[n:14][cH:15][cH:16][cH:17]2)[c:5]([C:11]#[N:12])[c:6]([NH:18][CH2:19][c:20]2[cH:21][cH:22][cH:23][cH:24][cH:25]2)[n:7]1. Reactants: CO, [H][H], COc1ccc(NC(C)=O)cc1[N+](=O)[O-], N, O. The product is COc1ccc(NC(C)=O)cc1N. As a reaction SMILES: [CH3:16][OH:17].[H:19][H:20].[N+:1]([O-:2])(=[O:3])[c:4]1[c:5]([O:14][CH3:15])[cH:6][cH:7][c:8]([NH:10][C:11]([CH3:12])=[O:13])[cH:9]1.[NH3:18].[OH2:21]>>[NH2:1][c:4]1[c:5]([O:14][CH3:15])[cH:6][cH:7][c:8]([NH:10][C:11]([CH3:12])=[O:13])[cH:9]1.